Dataset: the Open Reaction Database (ORD), a public repository of structured organic reaction records. Task: describe an organic reaction: reactants, conditions, products, and yield The reactants are CC1=C(C=CC=C1)C(CN)CCCC (2-(2-methylphenyl)hexylamine), CSC1=NC(=CC(=C1N=C=O)SC)C (2,4-bis(methylthio)-6-methylpyridin-3-yl isocyanate). Run in CN(C=O)C (dimethylformamide), C(C)(=O)OCC (ethyl acetate). Yields the product CSC1=NC(=CC(=C1NC(=O)NCC(CCCC)C1=C(C=CC=C1)C)SC)C (N-[2,4-Bis(methylthio)-6-methylpyridin-3-yl]-N'-[2-(2-methylphenyl)hexyl]urea). Yield: 32.9%. Reaction SMILES: [CH3:1][C:2]1[CH:7]=[CH:6][CH:5]=[CH:4][C:3]=1[CH:8]([CH2:11][CH2:12][CH2:13][CH3:14])[CH2:9][NH2:10].[CH3:15][S:16][C:17]1[C:22]([N:23]=[C:24]=[O:25])=[C:21]([S:26][CH3:27])[CH:20]=[C:19]([CH3:28])[N:18]=1>CN(C)C=O.C(OCC)(=O)C>[CH3:15][S:16][C:17]1[C:22]([NH:23][C:24]([NH:10][CH2:9][CH:8]([C:3]2[CH:4]=[CH:5][CH:6]=[CH:7][C:2]=2[CH3:1])[CH2:11][CH2:12][CH2:13][CH3:14])=[O:25])=[C:21]([S:26][CH3:27])[CH:20]=[C:19]([CH3:28])[N:18]=1. Reported procedure: A solution of 2-(2-methylphenyl)hexylamine (153 mg, 0.8 mmol) and 2,4-bis(methylthio)-6-methylpyridin-3-yl isocyanate (180 mg, 0.8 mmol) in 3 ml dimethylformamide was heated at 80° C. under nitrogen overnight. The reaction mixture was cooled to room temperature and diluted with 60 ml ethyl acetate. The resulting solution was washed sequentially with 3×50 ml water and 50 ml brine, dried (sodium sulfate), filtered and concentrated in vacuo. The residue was chromatographed on silica gel (200 g), el... Starting materials: C1CCOC1, CC1(c2csc(Cn3ccc([N+](=O)[O-])n3)n2)OCCO1, Cl, N#N, [Na+], [OH-], O. Product: CC(=O)c1csc(Cn2ccc([N+](=O)[O-])n2)n1. As a reaction SMILES: [CH2:26]1[O:27][CH2:28][CH2:29][CH2:30]1.[CH3:3][C:4]1([c:9]2[n:10][c:11]([CH2:14][n:15]3[n:16][c:17]([N+:20](=[O:21])[O-:22])[cH:18][cH:19]3)[s:12][cH:13]2)[O:5][CH2:8][CH2:7][O:6]1.[ClH:23].[N:1]#[N:2].[Na+:25].[OH-:24].[OH2:31]>>[CH3:3][C:4](=[O:5])[c:9]1[n:10][c:11]([CH2:14][n:15]2[n:16][c:17]([N+:20](=[O:21])[O-:22])[cH:18][cH:19]2)[s:12][cH:13]1. Starting materials: O=C1CC(C(=O)c2ccccc2)CO1, CO, Cl[Pd]Cl. Product: O=C1CC(Cc2ccccc2)CO1. As a reaction SMILES: [C:1]([c:2]1[cH:3][cH:4][cH:5][cH:6][cH:7]1)(=[O:8])[CH:9]1[CH2:10][C:11](=[O:14])[O:12][CH2:13]1.[CH3:15][OH:16].[Pd:17]([Cl:18])[Cl:19]>>[CH2:1]([c:2]1[cH:3][cH:4][cH:5][cH:6][cH:7]1)[CH:9]1[CH2:10][C:11](=[O:14])[O:12][CH2:13]1. The reactants are COC(CCC1=NC(=CC=C1OCCCC\C=C\C1=CC=C(C=C1)OC)I)=O (3-{6-iodo-3-[6-(4-methoxyphenyl)-(5E)-5-hexenyloxy]-2-pyridyl}-propionic acid methyl ester), COC(C1=CC=C(C=C1)C#C)=O (4-ethinylbenzoic acid methyl ester). Yields the product COC(CCC1=NC(=CC=C1OCCCC\C=C\C1=CC=C(C=C1)OC)C#CC1=CC=C(C=C1)C(=O)OC)=O (3-{6-[2-(4-methoxycarbonylphenyl)-ethinyl]-3-[6-(4-methoxyphenyl)-(5E)-5-hexenyloxy]-2-pyridyl}-propionic acid methyl ester). The yield is 62.9%. Reaction SMILES: [CH3:1][O:2][C:3](=[O:28])[CH2:4][CH2:5][C:6]1[C:11]([O:12][CH2:13][CH2:14][CH2:15][CH2:16]/[CH:17]=[CH:18]/[C:19]2[CH:24]=[CH:23][C:22]([O:25][CH3:26])=[CH:21][CH:20]=2)=[CH:10][CH:9]=[C:8](I)[N:7]=1.[CH3:29][O:30][C:31](=[O:40])[C:32]1[CH:37]=[CH:36][C:35]([C:38]#[CH:39])=[CH:34][CH:33]=1>>[CH3:1][O:2][C:3](=[O:28])[CH2:4][CH2:5][C:6]1[C:11]([O:12][CH2:13][CH2:14][CH2:15][CH2:16]/[CH:17]=[CH:18]/[C:19]2[CH:24]=[CH:23][C:22]([O:25][CH3:26])=[CH:21][CH:20]=2)=[CH:10][CH:9]=[C:8]([C:39]#[C:38][C:35]2[CH:36]=[CH:37][C:32]([C:31]([O:30][CH3:29])=[O:40])=[CH:33][CH:34]=2)[N:7]=1. Reported procedure: Under the conditions of example 5 A, 1 g of 3-{6-iodo-3-[6-(4-methoxyphenyl)-(5E)-5-hexenyloxy]-2-pyridyl}-propionic acid methyl ester is reacted with 384 mg of 4-ethinylbenzoic acid methyl ester, worked up, and the crude product is chromatographed on silica gel with hexane/0-7% ethyl acetate. 670 mg of 3-{6-[2-(4-methoxycarbonylphenyl)-ethinyl]-3-[6-(4-methoxyphenyl)-(5E)-5-hexenyloxy]-2-pyridyl}-propionic acid methyl ester is obtained as oil. The reactants are CC1=NC(=CC=C1CN1CCN(CC1)C(=O)OC(C)(C)C)C1=C(C=CC=C1)C (tert-butyl 4-[[2-methyl-6-(2-methylphenyl)pyridin-3-yl]methyl]piperazine-1-carboxylate), FC(C(=O)O)(F)F (trifluoroacetic acid). Solvent: ClCCl (dichloromethane). Run at time 8 hour. The product is CC1=NC(=CC=C1CN1CCNCC1)C1=C(C=CC=C1)C (1-[[2-methyl-6-(2-methylphenyl)pyridin-3-yl]methyl]piperazine). Isolated yield 87.4%. RXN SMILES: [CH3:1][C:2]1[C:7]([CH2:8][N:9]2[CH2:14][CH2:13][N:12](C(OC(C)(C)C)=O)[CH2:11][CH2:10]2)=[CH:6][CH:5]=[C:4]([C:22]2[CH:27]=[CH:26][CH:25]=[CH:24][C:23]=2[CH3:28])[N:3]=1.FC(F)(F)C(O)=O>ClCCl>[CH3:1][C:2]1[C:7]([CH2:8][N:9]2[CH2:10][CH2:11][NH:12][CH2:13][CH2:14]2)=[CH:6][CH:5]=[C:4]([C:22]2[CH:27]=[CH:26][CH:25]=[CH:24][C:23]=2[CH3:28])[N:3]=1. Procedure details: A 100 mL round-bottom flask was charged with tert-butyl 4-[[2-methyl-6-(2-methylphenyl)pyridin-3-yl]methyl]piperazine-1-carboxylate (800 mg, 2.40 mmol, 1.00 equiv), dichloromethane (20 mL), trifluoroacetic acid (4 mL) was added dropwise. The resulting solution was stirred overnight at room temperature. The resulting mixture was concentrated under reduced pressure to provide 590 mg (crude) of 1-[[2-methyl-6-(2-methylphenyl)pyridin-3-yl]methyl]piperazine as yellow oil. LCMS (ESI, m/z): 282 [M+H]+.